From a dataset of the Open Reaction Database (ORD), a public repository of structured organic reaction records. describe an organic reaction: reactants, conditions, products, and yield Starting materials: CC1(NC(CCC2=C1C=CC(=C2)[N+](=O)[O-])=O)C (1,1-dimethyl-7-nitro-1,2,4,5-tetrahydrobenzo[c]azepin-3-one), [O-]S(=O)S(=O)[O-].[Na+].[Na+] (Na2S2O4), C([O-])(O)=O.[Na+] (sodium bicarbonate), [Na+].[Cl-] (NaCl). The solvent is C1CCOC1 (THF), CO (MeOH), O (water), CCOC(=O)C (EtOAc). Run at time 15 minute. Product: NC1=CC2=C(C(NC(CC2)=O)(C)C)C=C1 (7-amino-1,1-dimethyl-1,2,4,5-tetrahydrobenzo[c]azepin-3-one). Isolated yield 26.2%. Reaction SMILES: [CH3:1][C:2]1([CH3:17])[C:8]2[CH:9]=[CH:10][C:11]([N+:13]([O-])=O)=[CH:12][C:7]=2[CH2:6][CH2:5][C:4](=[O:16])[NH:3]1.[O-]S(S([O-])=O)=O.[Na+].[Na+].C(=O)(O)[O-].[Na+].[Na+].[Cl-]>C1COCC1.CO.O.CCOC(C)=O>[NH2:13][C:11]1[CH:10]=[CH:9][C:8]2[C:2]([CH3:17])([CH3:1])[NH:3][C:4](=[O:16])[CH2:5][CH2:6][C:7]=2[CH:12]=1 |f:1.2.3,4.5,6.7|. Reported procedure: A solution of 1,1-dimethyl-7-nitro-1,2,4,5-tetrahydrobenzo[c]azepin-3-one (1.75 g) in THF (175 mL) and MeOH (20 mL) was treated with an solution of Na2S2O4 (5 g) and sodium bicarbonate (5 g) in water (200 mL). After 15 minutes, 250 mL of EtOAc and 250 mL saturated NaCl was added and the organic layer was separated. The aqueous layer was extracted again with EtOAc and the combined organic layers were washed again with brine. The organic layer was dried with sodium sulfate, filtered and concentrat... Starting materials: CN([C@]12CNC[C@@H]2C1)C ((1R,5S)—N,N-dimethyl-3-azabicyclo[3.1.0]hexan-1-amine), C(=O)([O-])[O-].[K+].[K+] (K2CO3), BrCCCCl (1-bromo-3-chloropropane), O (water). Run in CC(=O)C (acetone). Reaction conditions: temperature 65 celsius. The product is ClCCCN1C[C@]2(C[C@H]2C1)N(C)C ((1R,5S)-3-(3-chloropropyl)-N,N-dimethyl-3-azabicyclo[3.1.0]hexan-1-amine). The yield is 40.0%. Reaction SMILES: [CH3:1][N:2]([CH3:9])[C@:3]12[CH2:8][C@H:7]1[CH2:6][NH:5][CH2:4]2.C([O-])([O-])=O.[K+].[K+].Br[CH2:17][CH2:18][CH2:19][Cl:20].O>CC(C)=O>[Cl:20][CH2:19][CH2:18][CH2:17][N:5]1[CH2:6][C@H:7]2[C@:3]([N:2]([CH3:9])[CH3:1])([CH2:8]2)[CH2:4]1 |f:1.2.3|. Reported procedure: To a solution of (1R,5S)-3-benzyl-N,N-dimethyl-3-azabicyclo[3.1.0]hexan-1-amine (0.28 g, 1.29 mmol) in MeOH (20 mL) was added 20% Pd(OH)2 (30 mg). The mixture was stirred at rt under H2 overnight and filtered. The filtrate was concentrated in vacuo to give the crude product (1R,5S)—N,N-dimethyl-3-azabicyclo[3.1.0]hexan-1-amine (0.16 g), which was used for the next step without further purification. To a solution of (1R,5S)—N,N-dimethyl-3-azabicyclo[3.1.0]hexan-1-amine in acetone (5 mL) was added... Starting materials: OC1=CC=C(C=C1)C1=C(C(=NC(=C1C#N)S)OC)C#N (4-(4-hydroxyphenyl)-2-methoxy-6-sulphanylpyridine-3,5-dicarbonitrile), ClCC=1N=C(OC1)C1=CC=C(C=C1)Cl (4-(chloromethyl)-2-(4-chlorophenyl)-1,3-oxazole), C([O-])(O)=O.[Na+] (sodium bicarbonate). Solvent: CN(C)C=O (DMF). Product: ClC1=CC=C(C=C1)C=1OC=C(N1)CSC1=NC(=C(C(=C1C#N)C1=CC=C(C=C1)O)C#N)OC (2-({[2-(4-Chlorophenyl)-1,3-oxazol-4-yl]methyl}sulphanyl)-4-(4-hydroxyphenyl)-6-methoxypyridine-3,5-dicarbonitrile). Reaction SMILES: [OH:1][C:2]1[CH:7]=[CH:6][C:5]([C:8]2[C:13]([C:14]#[N:15])=[C:12]([SH:16])[N:11]=[C:10]([O:17][CH3:18])[C:9]=2[C:19]#[N:20])=[CH:4][CH:3]=1.Cl[CH2:22][C:23]1[N:24]=[C:25]([C:28]2[CH:33]=[CH:32][C:31]([Cl:34])=[CH:30][CH:29]=2)[O:26][CH:27]=1.C(=O)(O)[O-].[Na+]>CN(C=O)C>[Cl:34][C:31]1[CH:30]=[CH:29][C:28]([C:25]2[O:26][CH:27]=[C:23]([CH2:22][S:16][C:12]3[C:13]([C:14]#[N:15])=[C:8]([C:5]4[CH:6]=[CH:7][C:2]([OH:1])=[CH:3][CH:4]=4)[C:9]([C:19]#[N:20])=[C:10]([O:17][CH3:18])[N:11]=3)[N:24]=2)=[CH:33][CH:32]=1 |f:2.3|. Procedure details: 64 mg (0.224 mmol) of 4-(4-hydroxyphenyl)-2-methoxy-6-sulphanylpyridine-3,5-dicarbonitrile together with 88 mg (0.269 mmol) of 4-(chloromethyl)-2-(4-chlorophenyl)-1,3-oxazole and 57 mg (0.672 mmol) of sodium bicarbonate are stirred in 2 ml of DMF at room temperature overnight. The reaction mixture is purified by preparative HPLC (acetonitrile/water: 10:90→95:5, with 0.1% TFA added). This gives 44 mg (41% of theory) of the target compound. Starting materials: CC(=CC(=O)O)CCC=C(CCC=C(C)C)C (3,7,11-trimethyl-2,6,10-dodecatrienoic acid), C(O)CN (ethanolamine). Product: CC(=CC(=O)NCCO)CCC=C(CCC=C(C)C)C (N-(3,7,11-Trimethyl-2,6,10-dodecatrienoyl)-ethanolamine). Yield: 94.0%. Reaction SMILES: [CH3:1][C:2]([CH2:7][CH2:8][CH:9]=[C:10]([CH3:17])[CH2:11][CH2:12][CH:13]=[C:14]([CH3:16])[CH3:15])=[CH:3][C:4]([OH:6])=O.[CH2:18]([CH2:20][NH2:21])[OH:19]>>[CH3:1][C:2]([CH2:7][CH2:8][CH:9]=[C:10]([CH3:17])[CH2:11][CH2:12][CH:13]=[C:14]([CH3:16])[CH3:15])=[CH:3][C:4]([NH:21][CH2:20][CH2:18][OH:19])=[O:6]. Reported procedure: The procedure of Example 1 was repeated except that 4.7 g of 3,7,11-trimethyl-2,6,10-dodecatrienoic acid and 1.8 ml of ethanolamine were used as starting materials. 5.2 g (yield 94%) of the title compound was obtained as a colorless oil. The solvent is C(Cl)(Cl)Cl (chloroform), C(Cl)(Cl)Cl (chloroform). Yields the product C(C)(C)(C)OC([C@@H](NC(CCCCCCCCCCCCCCC)=O)CSC(CCCCCCCCCCCCCCC)=O)=O (N,S-Dipalmitoylcysteine tert.-butyl ester). Procedure details: Palmitic acid (2.5 g, 9.6 mmol), dimethylaminopyridine (130 mg, 0.9 mmol) and dicyclohexylcarbodiimide (9.6 mmol) are dissolved in 100 ml of chloroform. The solution is stirred for half an hour and N-palmitoylcysteine tert.-butyl ester (2 g, 4.8 mmol), which has previously been dissolved in 50 ml of chloroform, is added dropwise to the other solution. After 11/2 h, the solvent is removed in a rotary evaporator, and the residue is taken up in 100 ml of chloroform/methanol 1:5. The product forms a... Reaction SMILES: [C:1]([OH:18])(=O)[CH2:2][CH2:3][CH2:4][CH2:5][CH2:6][CH2:7][CH2:8][CH2:9][CH2:10][CH2:11][CH2:12][CH2:13][CH2:14][CH2:15][CH3:16].CN(C1C=CC=CN=1)C.C1(N=C=NC2CCCCC2)CCCCC1.[C:43]([O:47][C:48](=[O:70])[C@H:49]([CH2:68][SH:69])[NH:50][C:51](=[O:67])[CH2:52][CH2:53][CH2:54][CH2:55][CH2:56][CH2:57][CH2:58][CH2:59][CH2:60][CH2:61][CH2:62][CH2:63][CH2:64][CH2:65][CH3:66])([CH3:46])([CH3:45])[CH3:44]>C(Cl)(Cl)Cl>[C:43]([O:47][C:48](=[O:70])[C@H:49]([CH2:68][S:69][C:1](=[O:18])[CH2:2][CH2:3][CH2:4][CH2:5][CH2:6][CH2:7][CH2:8][CH2:9][CH2:10][CH2:11][CH2:12][CH2:13][CH2:14][CH2:15][CH3:16])[NH:50][C:51](=[O:67])[CH2:52][CH2:53][CH2:54][CH2:55][CH2:56][CH2:57][CH2:58][CH2:59][CH2:60][CH2:61][CH2:62][CH2:63][CH2:64][CH2:65][CH3:66])([CH3:44])([CH3:45])[CH3:46]. Reactants: C(C)(C)(C)OC([C@@H](NC(CCCCCCCCCCCCCCC)=O)CS)=O (N-palmitoylcysteine tert.-butyl ester), C(CCCCCCCCCCCCCCC)(=O)O (Palmitic acid), CN(C)C1=NC=CC=C1 (dimethylaminopyridine), C1(CCCCC1)N=C=NC1CCCCC1 (dicyclohexylcarbodiimide).